This data is from the Open Reaction Database (ORD), a public repository of structured organic reaction records. The task is: describe an organic reaction: reactants, conditions, products, and yield The reactants are solution, 45, ClC(=O)C=1NC=CC1 (2-chlorocarbonyl-1H-pyrrole), N1=CC=CC=C1 (pyridine), CO (methanol). The solvent is C(Cl)Cl (methylene chloride). The product is N1C(=CC=C1)C(=O)OC (methyl 1H-pyrrole-2-carboxylate). As a reaction SMILES: Cl[C:2]([C:4]1[NH:5][CH:6]=[CH:7][CH:8]=1)=[O:3].N1C=CC=CC=1.[CH3:15][OH:16]>C(Cl)Cl>[NH:5]1[CH:6]=[CH:7][CH:8]=[C:4]1[C:2]([O:16][CH3:15])=[O:3]. Reported procedure: 40 ml of a solution of 45 (mmoles) of 2-chlorocarbonyl-1H-pyrrole in methylene chloride were added dropwise to a cold mixture of 4.3 ml of pyridine and 3.5 ml of methanol and the mixture was washed with water, then with 6 ml of N sodium hydroxide, and was extracted with methylene chloride. The organic phases were dried and concentrated to dryness and the residue was chromatographed over silica. Elution with a mixture of hexane and ethyl acetate (8-2) yielded 4.014 g of methyl 1H-pyrrole-2-carbox...